From a dataset of the Open Reaction Database (ORD), a public repository of structured organic reaction records. describe an organic reaction: reactants, conditions, products, and yield Reaction SMILES: [Cl:1][C:2]1[CH:3]=[C:4]([C:12]2[O:16][N:15]=[C:14]([C:17]3[CH:18]=[CH:19][C:20]4[CH2:26][N:25]([CH2:27][C:28]([O:30]C(C)(C)C)=[O:29])[CH2:24][CH2:23][CH2:22][C:21]=4[CH:35]=3)[N:13]=2)[CH:5]=[CH:6][C:7]=1[O:8][CH:9]([CH3:11])[CH3:10].Cl>CCOCC.CCOC(C)=O>[Cl:1][C:2]1[CH:3]=[C:4]([C:12]2[O:16][N:15]=[C:14]([C:17]3[CH:18]=[CH:19][C:20]4[CH2:26][N:25]([CH2:27][C:28]([OH:30])=[O:29])[CH2:24][CH2:23][CH2:22][C:21]=4[CH:35]=3)[N:13]=2)[CH:5]=[CH:6][C:7]=1[O:8][CH:9]([CH3:11])[CH3:10] |f:2.3|. Procedure details: 1,1-Dimethylethyl [7-(5-{3-chloro-4-[(1-methylethyl)oxy]phenyl}-1,2,4-oxadiazol-3-yl)-1,3,4,5-tetrahydro-2H-2-benzazepin-2-yl]acetate (Preparation 8) (65 mg, 0.131 mmol) was treated with HCl (1305 μl, 5.22 mmol) (4N in dioxan) and left standing for 2 hours. The reaction mixture was then warmed at 50° C. for 1 hour then heated at 60° C. for a further 1.25 hours before solvent removal by evaporation. Trituration with ether/EtOAc failed and the material obtained was purified by MDAP. A white solid ... The product is ClC=1C=C(C=CC1OC(C)C)C1=NC(=NO1)C=1C=CC2=C(CCCN(C2)CC(=O)O)C1 ([7-(5-{3-Chloro-4-[(1-methylethyl)oxy]phenyl}-1,2,4-oxadiazol-3-yl)-1,3,4,5-tetrahydro-2H-2-benzazepin-2-yl]acetic acid). Isolated yield 34.5%. The reactants are ClC=1C=C(C=CC1OC(C)C)C1=NC(=NO1)C=1C=CC2=C(CCCN(C2)CC(=O)OC(C)(C)C)C1 (1,1-Dimethylethyl [7-(5-{3-chloro-4-[(1-methylethyl)oxy]phenyl}-1,2,4-oxadiazol-3-yl)-1,3,4,5-tetrahydro-2H-2-benzazepin-2-yl]acetate), Cl (HCl). Conditions: temperature 50 celsius, time 2 hour. The solvent is CCOCC.CCOC(=O)C (ether EtOAc). Reactants: C(C1=CC=CC=C1)N1CCC(CC1)C(=O)OC(C)(C)C (tert-butyl 1-benzylpiperidine-4-carboxylate), CI (methyl iodide), C(C)(C)NC(C)C (N,N-diisopropylamine), C(CCC)[Li] (n-butyllithium). Run in O1CCCC1 (tetrahydrofuran), O1CCCC1 (tetrahydrofuran). Run at temperature -78 celsius, time 30 minute. Yields the product C(C1=CC=CC=C1)N1CCC(CC1)(C(=O)OC(C)(C)C)C (tert-butyl 1-benzyl-4-methylpiperidine-4-carboxylate). RXN SMILES: [CH:1](NC(C)C)(C)C.C([Li])CCC.[CH2:13]([N:20]1[CH2:25][CH2:24][CH:23]([C:26]([O:28][C:29]([CH3:32])([CH3:31])[CH3:30])=[O:27])[CH2:22][CH2:21]1)[C:14]1[CH:19]=[CH:18][CH:17]=[CH:16][CH:15]=1.CI>O1CCCC1>[CH2:13]([N:20]1[CH2:25][CH2:24][C:23]([CH3:1])([C:26]([O:28][C:29]([CH3:32])([CH3:31])[CH3:30])=[O:27])[CH2:22][CH2:21]1)[C:14]1[CH:15]=[CH:16][CH:17]=[CH:18][CH:19]=1. Reported procedure: To a solution of N,N-diisopropylamine (3.1 mL, 22 mmol) in tetrahydrofuran (60 mL) cooled at −78° C. was added n-butyllithium (2.5N solution in hexanes, 8.9 mL, 22 mmol) dropwise over 5 minutes and the mixture was stirred for 30 minutes at −78° C. A solution of tert-butyl 1-benzylpiperidine-4-carboxylate (5.0 g, 20 mmol) in tetrahydrofuran (40 mL) was then added to the reaction mixture dropwise over 10 min and the temperature was maintained at −78° C. for 30 minutes before methyl iodide (1.3 mL,... The reactants are C(#N)C1=C(OC=2C(=CC(=C(C2)N)[N+](=O)[O-])OC=2C=NC(=CC2)S(=O)(=O)C)C=CC=C1 (5-(2-cyano-phenoxy)-4-(6-methanesulfonyl-pyridin-3-yloxy)-2-nitro-phenylamine), [H][H] (hydrogen). The reagents and catalysts are [Ni] (Raney nickel). The solvent is CO (methanol). Yields the product C(#N)C1=C(OC=2C=C(C(=CC2OC=2C=NC(=CC2)S(=O)(=O)C)N)N)C=CC=C1 (4-(2-cyano-phenoxy)-5-(6-methanesulfonyl-pyridin-3-yloxy)-benzene-1,2-diamine). Reaction SMILES: [C:1]([C:3]1[CH:30]=[CH:29][CH:28]=[CH:27][C:4]=1[O:5][C:6]1[C:7]([O:16][C:17]2[CH:18]=[N:19][C:20]([S:23]([CH3:26])(=[O:25])=[O:24])=[CH:21][CH:22]=2)=[CH:8][C:9]([N+:13]([O-])=O)=[C:10]([NH2:12])[CH:11]=1)#[N:2].[H][H]>[Ni].CO>[C:1]([C:3]1[CH:30]=[CH:29][CH:28]=[CH:27][C:4]=1[O:5][C:6]1[CH:11]=[C:10]([NH2:12])[C:9]([NH2:13])=[CH:8][C:7]=1[O:16][C:17]1[CH:18]=[N:19][C:20]([S:23]([CH3:26])(=[O:24])=[O:25])=[CH:21][CH:22]=1)#[N:2]. Procedure details: 20 mg of developed Raney nickel catalyst was added to a methanol (5 ml) solution of 161 mg of 5-(2-cyano-phenoxy)-4-(6-methanesulfonyl-pyridin-3-yloxy)-2-nitro-phenylamine obtained in (step 4), and the reaction liquid was stirred overnight in a hydrogen atmosphere. The catalyst was removed through filtration, and the solvent was evaporated away under reduced pressure to obtain the entitled compound.